This data is from the Open Reaction Database (ORD), a public repository of structured organic reaction records. The task is: describe an organic reaction: reactants, conditions, products, and yield The reactants are ClC1=NC2=CC(=CC=C2C=N1)OC (2-chloro-7-methoxyquinazoline), O1CCN(CC1)S(=O)(=O)C1=CC=C(N)C=C1 (4-(Morpholinosulfonyl) Aniline). The solvent is CC(C)O (2-propanol). Run at temperature 80 celsius. Yields the product COC1=CC=C2C=NC(=NC2=C1)NC1=CC=C(C=C1)S(=O)(=O)N1CCOCC1 (7-methoxy-N-(4-(morpholinosulfonyl)phenyl)quinazolin-2-amine). Isolated yield 99.0%. Reaction SMILES: Cl[C:2]1[N:11]=[CH:10][C:9]2[C:4](=[CH:5][C:6]([O:12][CH3:13])=[CH:7][CH:8]=2)[N:3]=1.[O:14]1[CH2:19][CH2:18][N:17]([S:20]([C:23]2[CH:29]=[CH:28][C:26]([NH2:27])=[CH:25][CH:24]=2)(=[O:22])=[O:21])[CH2:16][CH2:15]1>CC(O)C>[CH3:13][O:12][C:6]1[CH:5]=[C:4]2[C:9]([CH:10]=[N:11][C:2]([NH:27][C:26]3[CH:28]=[CH:29][C:23]([S:20]([N:17]4[CH2:18][CH2:19][O:14][CH2:15][CH2:16]4)(=[O:22])=[O:21])=[CH:24][CH:25]=3)=[N:3]2)=[CH:8][CH:7]=1. Reported procedure: A mixture of 2-chloro-7-methoxyquinazoline (1 eq) and 4-(Morpholinosulfonyl) Aniline (1 eq) in 2-propanol was heated at 80° C. overnight. Product was precipitated in the reaction mixture. The precipitate was filtered, washed and dried under vacuum to provide 7-methoxy-N-(4-(morpholinosulfonyl)phenyl)quinazolin-2-amine as a yellow solid in 99% yield. ES/MS m/z 401.0 (MH+). The reactants are B.O1CCCC1 (Borane tetrahydrofuran), C1(=CC=CC=C1)C1(CCC2(OCCO2)CC1)\C=C\CC1=CC(=CC(=C1)C(F)(F)F)C(F)(F)F ((E)-8-phenyl-8-{3-[3,5-bis(trifluoromethyl)phenyl]prop-1-enyl}1,4-dioxaspiro[4.5]decane), [OH-].[Na+] (sodium hydroxide), OO (hydrogen peroxide). Solvent: O (Water), O (Water). Reaction conditions: time 4.5 hour. Product: C(C)(=O)OC(CCC1=CC(=CC(=C1)C(F)(F)F)C(F)(F)F)C1(CCC2(OCCO2)CC1)C1=CC=CC=C1 ((RS)-1-(8-Phenyl-1,4-dioxaspiro[4.5]decan-8-yl)-3-[3,5-bis(trifluoromethyl)phenyl]propan-1-yl Ethanoate). As a reaction SMILES: B.[O:2]1[CH2:6][CH2:5]CC1.[C:7]1([C:13]2(/[CH:23]=[CH:24]/[CH2:25][C:26]3[CH:31]=[C:30]([C:32]([F:35])([F:34])[F:33])[CH:29]=[C:28]([C:36]([F:39])([F:38])[F:37])[CH:27]=3)[CH2:22][CH2:21][C:16]3([O:20][CH2:19][CH2:18][O:17]3)[CH2:15][CH2:14]2)[CH:12]=[CH:11][CH:10]=[CH:9][CH:8]=1.[OH-:40].[Na+].OO>O>[C:6]([O:2][CH:23]([C:13]1([C:7]2[CH:8]=[CH:9][CH:10]=[CH:11][CH:12]=2)[CH2:22][CH2:21][C:16]2([O:20][CH2:19][CH2:18][O:17]2)[CH2:15][CH2:14]1)[CH2:24][CH2:25][C:26]1[CH:31]=[C:30]([C:32]([F:33])([F:34])[F:35])[CH:29]=[C:28]([C:36]([F:39])([F:38])[F:37])[CH:27]=1)(=[O:40])[CH3:5] |f:0.1,3.4|. Procedure: Borane-tetrahydrofuran complex (1.0M in tetrahydrofuran, 12 mL, 12 mmol) was added over 10 minutes to a solution of (E)-8-phenyl-8-{3-[3,5-bis(trifluoromethyl)phenyl]prop-1-enyl}1,4-dioxaspiro[4.5]decane (Description 35, 1.88 g, 4 mmol) and the mixture was stirred at room temperature for 4.5 hours. Water (2 mL) then aqueous sodium hydroxide (4M, 20 mL) and aqueous hydrogen peroxide (30 w/v %, 20 mL) were added and the mixture was stirred at room temperature for 30 minutes. Water (150 mL) was add... Reactants: aqueous solution, BrCCCCC(=O)OCC (ethyl 5-bromovalerate), Cl (hydrochloric acid), C(C)(=O)OC=1C(=C(C2=C(CCC(O2)(C)O)C1C)C)C (6-acetoxy-3,4-dihydro-2-hydroxy-2,5,7,8-tetramethyl-2H-1-benzopyran), [H-].[Na+] (sodium hydride). The solvent is C(C)OCC (ethyl ether), O (water), C1=CC=CC=C1 (benzene), C1=CC=CC=C1 (benzene), CS(=O)C (dimethylsulfoxide), CS(=O)C (dimethylsulfoxide). Conditions: time 40 minute. Yields the product C(C)(=O)OC1=C(C(=C(OCCCCC(=O)OCC)C(=C1C)C)CCC(C)=O)C (5-[4-Acetoxy-2-(3-oxobutyl)-3,5,6-trimethylphenoxy]pentanoic acid, ethyl ester). Yield: 75.0%. Reaction SMILES: [C:1]([O:4][C:5]1[C:6]([CH3:19])=[C:7]([CH3:18])[C:8]2[O:13][C:12]([OH:15])([CH3:14])[CH2:11][CH2:10][C:9]=2[C:16]=1[CH3:17])(=[O:3])[CH3:2].[H-].[Na+].Br[CH2:23][CH2:24][CH2:25][CH2:26][C:27]([O:29][CH2:30][CH3:31])=[O:28].Cl>C1C=CC=CC=1.CS(C)=O.C(OCC)C.O>[C:1]([O:4][C:5]1[C:6]([CH3:19])=[C:7]([CH3:18])[C:8]([O:13][CH2:23][CH2:24][CH2:25][CH2:26][C:27]([O:29][CH2:30][CH3:31])=[O:28])=[C:9]([CH2:10][CH2:11][C:12](=[O:15])[CH3:14])[C:16]=1[CH3:17])(=[O:3])[CH3:2] |f:1.2|. Procedure: A solution containing 15.0 g (0.057 moles) of 6-acetoxy-3,4-dihydro-2-hydroxy-2,5,7,8-tetramethyl-2H-1-benzopyran in 270 ml of benzene and 45 ml of dimethylsulfoxide is slowly dripped, under nitrogen atmosphere, into a suspension containing 1.98 g (0.080 moles) of 97% sodium hydride in 110 ml of dimethylsulfoxide. The reaction mixture, after 40 minutes, is slowly dripped into a solution containing 13.1 g (0.062 moles) of ethyl 5-bromovalerate in 80 ml of benzene and the mixture is reacted at 65°... Starting materials: C[O-], [Na+], CN(C)C=O, O, COC(=O)Cc1ccc(O)cc1, O=S(Cl)Cl, OCc1ccc(-c2ccccc2)cc1. Yields the product COC(=O)Cc1ccc(OCc2ccc(-c3ccccc3)cc2)cc1. Reaction SMILES: [CH3:31][O-:32].[Na+:33].[O:34]=[CH:35][N:36]([CH3:37])[CH3:38].[OH2:39].[OH:19][c:20]1[cH:21][cH:22][c:23]([CH2:26][C:27](=[O:28])[O:29][CH3:30])[cH:24][cH:25]1.[S:15]([Cl:16])([Cl:17])=[O:18].[c:1]1(-[c:9]2[cH:10][cH:11][cH:12][cH:13][cH:14]2)[cH:2][cH:3][c:4]([CH2:7][OH:8])[cH:5][cH:6]1>>[c:1]1(-[c:9]2[cH:10][cH:11][cH:12][cH:13][cH:14]2)[cH:2][cH:3][c:4]([CH2:7][O:8][c:20]2[cH:21][cH:22][c:23]([CH2:26][C:27](=[O:28])[O:29][CH3:30])[cH:24][cH:25]2)[cH:5][cH:6]1. The reactants are COCCCc1cccc2oc(COc3ccc(-c4ccc(S(=O)(=O)NC(C(=O)OC)C(C)C)cc4)cc3)c(C)c12, CCOC(C)=O, CO, Cl, [Li+], C1CCOC1, [OH-], O. The product is COCCCc1cccc2oc(COc3ccc(-c4ccc(S(=O)(=O)NC(C(=O)O)C(C)C)cc4)cc3)c(C)c12. Reaction SMILES: [CH3:1][O:2][CH2:3][CH2:4][CH2:5][c:6]1[cH:7][cH:8][cH:9][c:10]2[c:11]1[c:12]([CH3:41])[c:13]([CH2:15][O:16][c:17]1[cH:18][cH:19][c:20](-[c:23]3[cH:24][cH:25][c:26]([S:29](=[O:30])(=[O:31])[NH:32][CH:33]([CH:34]([CH3:35])[CH3:36])[C:37](=[O:38])[O:39][CH3:40])[cH:27][cH:28]3)[cH:21][cH:22]1)[o:14]2.[CH3:45][CH2:46][O:47][C:48](=[O:49])[CH3:50].[CH3:56][OH:57].[ClH:44].[Li+:42].[O:51]1[CH2:52][CH2:53][CH2:54][CH2:55]1.[OH-:43].[OH2:58]>>[CH3:1][O:2][CH2:3][CH2:4][CH2:5][c:6]1[cH:7][cH:8][cH:9][c:10]2[c:11]1[c:12]([CH3:41])[c:13]([CH2:15][O:16][c:17]1[cH:18][cH:19][c:20](-[c:23]3[cH:24][cH:25][c:26]([S:29](=[O:30])(=[O:31])[NH:32][CH:33]([CH:34]([CH3:35])[CH3:36])[C:37](=[O:38])[OH:39])[cH:27][cH:28]3)[cH:21][cH:22]1)[o:14]2. The reactants are C1CCOC1, COC(=O)c1cc(Oc2ccc3c(c2)OCN(C)C3=O)cc(OC2CCOC2)c1, [Li+], [OH-], O, O. The product is CN1COc2cc(Oc3cc(OC4CCOC4)cc(C(=O)O)c3)ccc2C1=O. Reaction SMILES: [CH2:34]1[O:35][CH2:36][CH2:37][CH2:38]1.[CH3:4][N:5]1[CH2:6][O:7][c:8]2[c:9]([cH:12][cH:13][c:14]([O:16][c:17]3[cH:18][c:19]([C:20](=[O:21])[O:22][CH3:23])[cH:24][c:25]([O:27][CH:28]4[CH2:29][O:30][CH2:31][CH2:32]4)[cH:26]3)[cH:15]2)[C:10]1=[O:11].[Li+:3].[OH-:2].[OH2:1].[OH2:33]>>[CH3:4][N:5]1[CH2:6][O:7][c:8]2[c:9]([cH:12][cH:13][c:14]([O:16][c:17]3[cH:18][c:19]([C:20](=[O:21])[OH:22])[cH:24][c:25]([O:27][CH:28]4[CH2:29][O:30][CH2:31][CH2:32]4)[cH:26]3)[cH:15]2)[C:10]1=[O:11]. Product: CCn1ncc2c(NC3CCOCC3)c(C(=O)NCC(O)c3ccccc3)cnc21. The reactants are CCn1ncc2c(NC3CCOCC3)c(C(=O)O)cnc21, CCn1ncc2c(NC3CCOCC3)c(C(=O)NC(CO)c3ccccc3)cnc21, NCC(O)c1ccccc1. As a reaction SMILES: [CH2:1]([CH3:2])[n:3]1[n:4][cH:5][c:6]2[c:7]1[n:8][cH:9][c:10]([C:19](=[O:20])[OH:21])[c:11]2[NH:12][CH:13]1[CH2:14][CH2:15][O:16][CH2:17][CH2:18]1.[CH2:32]([n:33]1[c:34]2[n:35][cH:36][c:37]([C:38]([NH:39][CH:40]([c:41]3[cH:42][cH:43][cH:44][cH:45][cH:46]3)[CH2:47][OH:48])=[O:49])[c:50]([NH:51][CH:52]3[CH2:53][CH2:54][O:55][CH2:56][CH2:57]3)[c:58]2[cH:59][n:60]1)[CH3:61].[NH2:22][CH2:23][CH:24]([OH:25])[c:26]1[cH:27][cH:28][cH:29][cH:30][cH:31]1>>[CH2:1]([CH3:2])[n:3]1[n:4][cH:5][c:6]2[c:7]1[n:8][cH:9][c:10]([C:19](=[O:20])[NH:22][CH2:23][CH:24]([OH:25])[c:26]1[cH:27][cH:28][cH:29][cH:30][cH:31]1)[c:11]2[NH:12][CH:13]1[CH2:14][CH2:15][O:16][CH2:17][CH2:18]1.